Dataset: the Open Reaction Database (ORD), a public repository of structured organic reaction records. Task: describe an organic reaction: reactants, conditions, products, and yield The reactants are ClC=1N=C(C2=C(N1)C=C(S2)CN2CCN(CC2)C([C@H](C)O)=O)N2CCOCC2 ((S)-1-(4-((2-Chloro-4-morpholinothieno[3,2-d]pyrimidin-6-yl)methyl)piperazin-1-yl)-2-hydroxypropan-1-one), B(C1=CN=CC=C1)(O)O (pyridin-3-yl-3-boronic acid). The product is O[C@H](C(=O)N1CCN(CC1)CC1=CC=2N=C(N=C(C2S1)N1CCOCC1)C=1C=NC=CC1)C ((S)-2-hydroxy-1-(4-((4-morpholino-2-(pyridin-3-yl)thieno[3,2-d]pyrimidin-6-yl)methyl)piperazin-1-yl)propan-1-one). Isolated yield 27.0%. As a reaction SMILES: Cl[C:2]1[N:3]=[C:4]([N:23]2[CH2:28][CH2:27][O:26][CH2:25][CH2:24]2)[C:5]2[S:10][C:9]([CH2:11][N:12]3[CH2:17][CH2:16][N:15]([C:18](=[O:22])[C@@H:19]([OH:21])[CH3:20])[CH2:14][CH2:13]3)=[CH:8][C:6]=2[N:7]=1.B(O)(O)[C:30]1[CH:35]=[CH:34][CH:33]=[N:32][CH:31]=1>>[OH:21][C@@H:19]([CH3:20])[C:18]([N:15]1[CH2:16][CH2:17][N:12]([CH2:11][C:9]2[S:10][C:5]3[C:4]([N:23]4[CH2:28][CH2:27][O:26][CH2:25][CH2:24]4)=[N:3][C:2]([C:30]4[CH:31]=[N:32][CH:33]=[CH:34][CH:35]=4)=[N:7][C:6]=3[CH:8]=2)[CH2:13][CH2:14]1)=[O:22]. Reported procedure: (S)-1-(4-((2-Chloro-4-morpholinothieno[3,2-d]pyrimidin-6-yl)methyl)piperazin-1-yl)-2-hydroxypropan-1-one (61 mg) was reacted with 28 mg of pyridin-3-yl-3-boronic acid via General Procedure A to give 18.1 mg of 212. MS (Q1) 469.3 (M)+. Reactants: CC(=O)C=1C=CC(=CC1O)O (2,4-dihydroxyacetophenone), C(C1=CC=CC=C1)Cl (benzyl chloride), CN(C=O)C (dimethylformamide), oil, [H-].[Na+] (sodium hydride). Run in C(C)(=O)OCC (ethyl acetate). Run at time 8 hour. The product is CC(=O)C1=C(C=C(C=C1)OCC2=CC=CC=C2)O (2-hydroxy-4-benzyloxyacetophenone). RXN SMILES: [CH3:1][C:2]([C:4]1[CH:5]=[CH:6][C:7]([OH:11])=[CH:8][C:9]=1[OH:10])=[O:3].CN(C)C=O.[H-].[Na+].[CH2:19](Cl)[C:20]1[CH:25]=[CH:24][CH:23]=[CH:22][CH:21]=1>C(OCC)(=O)C>[CH3:1][C:2]([C:4]1[CH:5]=[CH:6][C:7]([O:11][CH2:19][C:20]2[CH:25]=[CH:24][CH:23]=[CH:22][CH:21]=2)=[CH:8][C:9]=1[OH:10])=[O:3] |f:2.3|. Procedure details: Fifty grams of 2,4-dihydroxyacetophenone were dissolved in 250 ml. of dimethylformamide and the solution was cooled to 0° C. by means of an external ice-bath. After the addition of 15 grams of a 50% oil dispersion of sodium hydride, 40 ml. of benzyl chloride were added in a dropwise fashion and the reaction was allowed to warm to room temperature. After stirring overnight, the reaction mixture was added to 700 ml. of ethyl acetate. The organic phase was washed with 1000 ml. of 1N hydrochloric ac...